Dataset: the Open Reaction Database (ORD), a public repository of structured organic reaction records. Task: describe an organic reaction: reactants, conditions, products, and yield The reactants are OC[C@H]1N(CCC1)C1=NC=C(C(=N1)NCC1=CC(=C(C=C1)OC)Cl)C(NCC1=NC=CC=N1)=O ((S)-2-(2-hydroxymethyl-1-pyrrolidinyl)-4-(3-chloro-4-methoxybenzylamino)-5-[N-(2-pyrimidylmethyl)carbamoyl]-pyrimidine), C(O)([O-])=O.[Na+] (sodium hydrogen carbonate), B(Br)(Br)Br (boron bromide), CO (methanol). The solvent is C(Cl)Cl (methylene chloride), C(Cl)(Cl)Cl (chloroform). Conditions: temperature 0 celsius, time 4 hour. The product is OC[C@H]1N(CCC1)C1=NC=C(C(=N1)NCC1=CC(=C(C=C1)O)Cl)C(NCC1=NC=CC=N1)=O ((S)-2-(2-hydroxymethyl-1-pyrrolidinyl)-4-(3-chloro-4-hydroxybenzylamino)-5-[N-(2-pyrimidylmethyl)carbamoyl]pyrimidine). Yield: 43.3%. As a reaction SMILES: [OH:1][CH2:2][C@@H:3]1[CH2:7][CH2:6][CH2:5][N:4]1[C:8]1[N:13]=[C:12]([NH:14][CH2:15][C:16]2[CH:21]=[CH:20][C:19]([O:22]C)=[C:18]([Cl:24])[CH:17]=2)[C:11]([C:25](=[O:34])[NH:26][CH2:27][C:28]2[N:33]=[CH:32][CH:31]=[CH:30][N:29]=2)=[CH:10][N:9]=1.B(Br)(Br)Br.CO.C(=O)([O-])O.[Na+]>C(Cl)Cl.C(Cl)(Cl)Cl>[OH:1][CH2:2][C@@H:3]1[CH2:7][CH2:6][CH2:5][N:4]1[C:8]1[N:13]=[C:12]([NH:14][CH2:15][C:16]2[CH:21]=[CH:20][C:19]([OH:22])=[C:18]([Cl:24])[CH:17]=2)[C:11]([C:25](=[O:34])[NH:26][CH2:27][C:28]2[N:29]=[CH:30][CH:31]=[CH:32][N:33]=2)=[CH:10][N:9]=1 |f:3.4|. Procedure: To a solution of (S)-2-(2-hydroxymethyl-1-pyrrolidinyl)-4-(3-chloro-4-methoxybenzylamino)-5-[N-(2-pyrimidylmethyl)carbamoyl]-pyrimidine (307 mg) obtained in Example 1-(5) in methylene chloride (6 ml) is added dropwise boron bromide (300 μl) under ice-cooling. The reaction mixture is stirred at 0° C. for 4 hours, and thereto is added methanol, and then a saturated aqueous sodium hydrogen carbonate solution under ice-cooling. The mixture is extracted with a mixture of ethyl acetate and tetrahydrof... Starting materials: C1CCOC1, C[Si](C)(C)[N-][Si](C)(C)C, Cc1c(Cl)c(S(C)=O)nc2sc(C(=O)NC3CC3)c(N)c12, [Li+], OCCN1CCNCC1. Product: Cc1c(Cl)c(OCCN2CCNCC2)nc2sc(C(=O)NC3CC3)c(N)c12. As a reaction SMILES: [CH2:41]1[O:42][CH2:43][CH2:44][CH2:45]1.[CH3:10][Si:11]([N-:12][Si:13]([CH3:14])([CH3:15])[CH3:16])([CH3:17])[CH3:18].[CH:20]1([NH:23][C:24](=[O:25])[c:26]2[c:27]([NH2:40])[c:28]3[c:29]([n:30][c:31]([S:36]([CH3:37])=[O:38])[c:32]([Cl:35])[c:33]3[CH3:34])[s:39]2)[CH2:21][CH2:22]1.[Li+:19].[OH:1][CH2:2][CH2:3][N:4]1[CH2:5][CH2:6][NH:7][CH2:8][CH2:9]1>>[O:1]([CH2:2][CH2:3][N:4]1[CH2:5][CH2:6][NH:7][CH2:8][CH2:9]1)[c:31]1[n:30][c:29]2[c:28]([c:27]([NH2:40])[c:26]([C:24]([NH:23][CH:20]3[CH2:21][CH2:22]3)=[O:25])[s:39]2)[c:33]([CH3:34])[c:32]1[Cl:35].